From a dataset of the Open Reaction Database (ORD), a public repository of structured organic reaction records. describe an organic reaction: reactants, conditions, products, and yield The reactants are BrN1C(CCC1=O)=O (N-Bromosuccinimide), COC1=CC=CC2=C1N=C(O2)SC (4-methoxy-2-methylsulfanylbenzooxazole). Solvent: C(C)#N (acetonitrile). Conditions: time 18 hour. Yields the product BrC1=CC=C(C=2N=C(OC21)SC)OC (7-Bromo-4-methoxy-2-methylsulfanylbenzooxazole). Isolated yield 33.8%. Reaction SMILES: [Br:1]N1C(=O)CCC1=O.[CH3:9][O:10][C:11]1[C:16]2[N:17]=[C:18]([S:20][CH3:21])[O:19][C:15]=2[CH:14]=[CH:13][CH:12]=1>C(#N)C>[Br:1][C:14]1[C:15]2[O:19][C:18]([S:20][CH3:21])=[N:17][C:16]=2[C:11]([O:10][CH3:9])=[CH:12][CH:13]=1. Reported procedure: N-Bromosuccinimide (2.4 g) was added to a solution of 4-methoxy-2-methylsulfanylbenzooxazole (2.63 g) in acetonitrile (80 ml) and the mixture stirred for 18 hours. It was then partitioned between dichloromethane (200 ml) and water (200 ml). The organics were washed with water (200 ml), dried over magnesium sulphate, filtered and the solvent removed in vacuo. Purification by column chromatography on silica eluting with 10% ethyl acetate in heptane afforded the title compound as a white solid (1.2... Reactants: CCCCc1nc(-c2ccc(C(F)(F)F)cc2)sc1CCO, N#Cc1ccc(O)cc1Cl, ClCCl, c1ccc(P(c2ccccc2)c2ccccc2)cc1. Yields the product CCCCc1nc(-c2ccc(C(F)(F)F)cc2)sc1CCOc1ccc(C#N)c(Cl)c1. Reaction SMILES: [CH2:1]([CH2:2][CH2:3][CH3:4])[c:5]1[n:6][c:7](-[c:13]2[cH:14][cH:15][c:16]([C:19]([F:20])([F:21])[F:22])[cH:17][cH:18]2)[s:8][c:9]1[CH2:10][CH2:11][OH:12].[Cl:23][c:24]1[c:25]([C:26]#[N:27])[cH:28][cH:29][c:30]([OH:32])[cH:31]1.[Cl:52][CH2:53][Cl:54].[c:33]1([P:34]([c:35]2[cH:36][cH:37][cH:38][cH:39][cH:40]2)[c:41]2[cH:42][cH:43][cH:44][cH:45][cH:46]2)[cH:47][cH:48][cH:49][cH:50][cH:51]1>>[CH2:1]([CH2:2][CH2:3][CH3:4])[c:5]1[n:6][c:7](-[c:13]2[cH:14][cH:15][c:16]([C:19]([F:20])([F:21])[F:22])[cH:17][cH:18]2)[s:8][c:9]1[CH2:10][CH2:11][O:12][c:30]1[cH:29][cH:28][c:25]([C:26]#[N:27])[c:24]([Cl:23])[cH:31]1.